describe an organic reaction: reactants, conditions, products, and yield From a dataset of the Open Reaction Database (ORD), a public repository of structured organic reaction records. The reactants are NC1=C(CCCC1)C#N (2-aminocyclohex-1-enecarbonitrile), C(C1=CC=CC=C1)(=O)N=C=S (benzoyl isothiocyanate). The product is C(#N)C1=C(CCCC1)NC(=S)NC(C1=CC=CC=C1)=O (N-(2-Cyanocyclohex-1-enylcarbamothioyl)benzamide). RXN SMILES: [NH2:1][C:2]1[CH2:7][CH2:6][CH2:5][CH2:4][C:3]=1[C:8]#[N:9].[C:10]([N:18]=[C:19]=[S:20])(=[O:17])[C:11]1[CH:16]=[CH:15][CH:14]=[CH:13][CH:12]=1>>[C:8]([C:3]1[CH2:4][CH2:5][CH2:6][CH2:7][C:2]=1[NH:1][C:19]([NH:18][C:10](=[O:17])[C:11]1[CH:12]=[CH:13][CH:14]=[CH:15][CH:16]=1)=[S:20])#[N:9]. Procedure details: Prepared as in Example 1a from 2-aminocyclohex-1-enecarbonitrile (Example 10b) and benzoyl isothiocyanate as a white solid. MS 286 (MH+).